Dataset: the Open Reaction Database (ORD), a public repository of structured organic reaction records. Task: describe an organic reaction: reactants, conditions, products, and yield Starting materials: NCCCCCCCCCCCC(=O)O (12-aminododecanoic acid), CO (MeOH), Cl (hydrogen chloride). Reaction conditions: time 3 hour. Product: NCCCCCCCCCCCC(=O)OC (Methyl 12-Aminododecanoate). Isolated yield 98.0%. RXN SMILES: [NH2:1][CH2:2][CH2:3][CH2:4][CH2:5][CH2:6][CH2:7][CH2:8][CH2:9][CH2:10][CH2:11][CH2:12][C:13]([OH:15])=[O:14].Cl.[CH3:17]O>>[NH2:1][CH2:2][CH2:3][CH2:4][CH2:5][CH2:6][CH2:7][CH2:8][CH2:9][CH2:10][CH2:11][CH2:12][C:13]([O:15][CH3:17])=[O:14]. Procedure details: To a suspension of 12-aminododecanoic acid (5.00 g, 23.3 mmol) in anhydrous MeOH (90 mL) was introduced hydrogen chloride gas for 25 minutes, during which time the suspension became clear. The solution was then stirred at room temperature for 3 hours and the solvent was removed in vacuo. The white solid residue was dissolved in H2O. Solid NaHCO3 was added to neutralize the solution to pH 8-9. The white precipitates thus formed were collected by vacuum filtration (5.20 g) (Yield: 98%). The reactants are NC1=CC(=C(C=C1)N1C(COCC1)=O)C (4-(4-amino-2-methyl-phenyl)-morpholin-3-one), C[C@@H]1[C@H](COC1=O)NC(OCC1=CC=CC=C1)=O (benzyl [(3R,4R)-4-methyl-5-oxo-tetrahydrofuran-3-yl]-carbamate), C[Al](C)C (trimethylaluminium). Solvent: C1CCOC1 (THF). The product is OC[C@@H]([C@@H](C)C(NC1=CC(=C(C=C1)N1C(COCC1)=O)C)=O)NC(OCC1=CC=CC=C1)=O (benzyl {(1R,2R)-1-hydroxymethyl-2-[3-methyl-4-(3-oxo-morpholin-4-yl)-phenylcarbamoyl]-propyl}-carbamate). RXN SMILES: [NH2:1][C:2]1[CH:7]=[CH:6][C:5]([N:8]2[CH2:13][CH2:12][O:11][CH2:10][C:9]2=[O:14])=[C:4]([CH3:15])[CH:3]=1.[CH3:16][C@H:17]1[C:21](=[O:22])[O:20][CH2:19][C@@H:18]1[NH:23][C:24](=[O:33])[O:25][CH2:26][C:27]1[CH:32]=[CH:31][CH:30]=[CH:29][CH:28]=1.C[Al](C)C>C1COCC1>[OH:20][CH2:19][C@H:18]([NH:23][C:24](=[O:33])[O:25][CH2:26][C:27]1[CH:32]=[CH:31][CH:30]=[CH:29][CH:28]=1)[C@H:17]([C:21](=[O:22])[NH:1][C:2]1[CH:7]=[CH:6][C:5]([N:8]2[CH2:13][CH2:12][O:11][CH2:10][C:9]2=[O:14])=[C:4]([CH3:15])[CH:3]=1)[CH3:16]. Procedure: Prepared analogously to Example 2b from 4-(4-amino-2-methyl-phenyl)-morpholin-3-one and benzyl [(3R,4R)-4-methyl-5-oxo-tetrahydrofuran-3-yl]-carbamate with trimethylaluminium in THF and subsequent purification by reversed-phase chromatography. Reactants: COC(=O)C(Br)c1ccc(OCC(C)Oc2ccc(C(F)(F)F)cc2)cc1, Oc1ccc(C(F)(F)F)cc1, C1CCOC1. Yields the product COC(=O)C(Oc1ccc(C(F)(F)F)cc1)c1ccc(OCC(C)Oc2ccc(C(F)(F)F)cc2)cc1. RXN SMILES: [Br:1][CH:2]([C:3](=[O:4])[O:5][CH3:6])[c:7]1[cH:8][cH:9][c:10]([O:13][CH2:14][CH:15]([CH3:16])[O:17][c:18]2[cH:19][cH:20][c:21]([C:24]([F:25])([F:26])[F:27])[cH:22][cH:23]2)[cH:11][cH:12]1.[F:28][C:29]([c:30]1[cH:31][cH:32][c:33]([OH:36])[cH:34][cH:35]1)([F:37])[F:38].[O:39]1[CH2:40][CH2:41][CH2:42][CH2:43]1>>[CH:2]([C:3](=[O:4])[O:5][CH3:6])([c:7]1[cH:8][cH:9][c:10]([O:13][CH2:14][CH:15]([CH3:16])[O:17][c:18]2[cH:19][cH:20][c:21]([C:24]([F:25])([F:26])[F:27])[cH:22][cH:23]2)[cH:11][cH:12]1)[O:36][c:33]1[cH:32][cH:31][c:30]([C:29]([F:28])([F:37])[F:38])[cH:35][cH:34]1.